Dataset: the Open Reaction Database (ORD), a public repository of structured organic reaction records. Task: describe an organic reaction: reactants, conditions, products, and yield RXN SMILES: [CH3:37][OH:38].[OH2:25].[c:26]1([CH3:27])[cH:28][cH:29][c:30]([S:31]([OH:32])(=[O:33])=[O:34])[cH:35][cH:36]1.[o:1]1[c:2]([CH:6]([CH2:7][C:8](=[O:9])[O:10][CH3:11])[c:12]2[cH:13][cH:14][c:15]([O:18][CH:19]3[O:20][CH2:21][CH2:22][CH2:23][CH2:24]3)[cH:16][cH:17]2)[n:3][cH:4][cH:5]1>>[o:1]1[c:2]([C:6](=[CH:7][C:8](=[O:9])[O:10][CH3:11])[c:12]2[cH:13][cH:14][c:15]([O:18][CH:19]3[O:20][CH2:21][CH2:22][CH2:23][CH2:24]3)[cH:16][cH:17]2)[n:3][cH:4][cH:5]1. Starting materials: CO, O, Cc1ccc(S(=O)(=O)O)cc1, COC(=O)CC(c1ccc(OC2CCCCO2)cc1)c1ncco1. Product: COC(=O)C=C(c1ccc(OC2CCCCO2)cc1)c1ncco1. Reactants: CO, C[O-], COC(=O)CCS(=O)(=O)c1cnc2cc(-c3ccc(F)cc3)ccc2c1, [Na+], C1CCOC1. Product: O=S([O-])c1cnc2cc(-c3ccc(F)cc3)ccc2c1, [Na+]. Reaction SMILES: [CH3:27][OH:28].[CH3:29][O-:30].[F:1][c:2]1[cH:3][cH:4][c:5](-[c:8]2[cH:9][cH:10][c:11]3[cH:12][c:13]([S:18](=[O:19])(=[O:20])[CH2:21][CH2:22][C:23]([O:24][CH3:25])=[O:26])[cH:14][n:15][c:16]3[cH:17]2)[cH:6][cH:7]1.[Na+:31].[O:32]1[CH2:33][CH2:34][CH2:35][CH2:36]1>>[F:1][c:2]1[cH:3][cH:4][c:5](-[c:8]2[cH:9][cH:10][c:11]3[cH:12][c:13]([S:18](=[O:19])[O-:20])[cH:14][n:15][c:16]3[cH:17]2)[cH:6][cH:7]1.[Na+:31]. Starting materials: CC(C)C=Cc1cncc(Br)c1, CC(C)c1cnc(F)c(C#N)c1. Product: CC(C)C=Cc1cncc(C#N)c1. Reaction SMILES: [Br:1][c:2]1[cH:3][n:4][cH:5][c:6]([CH:8]=[CH:9][CH:10]([CH3:11])[CH3:12])[cH:7]1.[F:13][c:14]1[n:15][cH:18][c:19]([CH:20]([CH3:21])[CH3:22])[cH:23][c:24]1[C:16]#[N:17]>>[c:2]1([C:16]#[N:17])[cH:3][n:4][cH:5][c:6]([CH:8]=[CH:9][CH:10]([CH3:11])[CH3:12])[cH:7]1. Starting materials: Cc1c([N+](=O)[O-])cc(C#N)c2nc[nH]c12, CC#N, [H][H], CN(C)C=O. Yields the product Cc1c(N)cc(C#N)c2nc[nH]c12. RXN SMILES: [CH3:1][c:2]1[c:3]([N+:13]([O-:14])=[O:15])[cH:4][c:5]([C:11]#[N:12])[c:6]2[c:7]1[nH:8][cH:9][n:10]2.[CH3:23][C:24]#[N:25].[H:16][H:17].[O:18]=[CH:19][N:20]([CH3:21])[CH3:22]>>[CH3:1][c:2]1[c:3]([NH2:13])[cH:4][c:5]([C:11]#[N:12])[c:6]2[c:7]1[nH:8][cH:9][n:10]2. Starting materials: COC(=O)CCCC(CO)N(C)C(=O)OC(C)(C)C, O=C(n1ccnc1)n1ccnc1, ClCCl. Product: COC(=O)CCCC(COC(=O)n1ccnc1)N(C)C(=O)OC(C)(C)C. RXN SMILES: [C:1]([CH3:2])([CH3:3])([CH3:4])[O:5][C:6](=[O:7])[N:8]([CH:9]([CH2:10][CH2:11][CH2:12][C:13](=[O:14])[O:15][CH3:16])[CH2:17][OH:18])[CH3:19].[C:20](=[O:21])([n:22]1[cH:23][n:24][cH:25][cH:26]1)[n:27]1[cH:28][cH:29][n:30][cH:31]1.[Cl:32][CH2:33][Cl:34]>>[C:1]([CH3:2])([CH3:3])([CH3:4])[O:5][C:6](=[O:7])[N:8]([CH:9]([CH2:10][CH2:11][CH2:12][C:13](=[O:14])[O:15][CH3:16])[CH2:17][O:18][C:20](=[O:21])[n:22]1[cH:23][n:24][cH:25][cH:26]1)[CH3:19]. Reactants: B, O=C([O-])O, CSC, Cc1ccc2cccc(OCc3c(Cl)ccc(NC(=O)CN)c3Cl)c2n1, Cl, [Na+], C1CCOC1. Yields the product Cc1ccc2cccc(OCc3c(Cl)ccc(NCCN)c3Cl)c2n1. As a reaction SMILES: [BH3:30].[C:32](=[O:33])([OH:34])[O-:35].[CH3:27][S:28][CH3:29].[Cl:1][c:2]1[c:3]([CH2:4][O:5][c:6]2[cH:7][cH:8][cH:9][c:10]3[cH:11][cH:12][c:13]([CH3:16])[n:14][c:15]23)[c:17]([Cl:26])[cH:18][cH:19][c:20]1[NH:21][C:22]([CH2:23][NH2:24])=[O:25].[ClH:31].[Na+:36].[O:37]1[CH2:38][CH2:39][CH2:40][CH2:41]1>>[Cl:1][c:2]1[c:3]([CH2:4][O:5][c:6]2[cH:7][cH:8][cH:9][c:10]3[cH:11][cH:12][c:13]([CH3:16])[n:14][c:15]23)[c:17]([Cl:26])[cH:18][cH:19][c:20]1[NH:21][CH2:22][CH2:23][NH2:24].